This data is from the Open Reaction Database (ORD), a public repository of structured organic reaction records. The task is: describe an organic reaction: reactants, conditions, products, and yield The reactants are C(C)OC(C(NCC=1C=NC=CC1)C1=CC(=C(C(=C1)C(C)(C)C)O)C(C)(C)C)=O ((3,5-Di-tert-butyl-4-hydroxy-phenyl)-[(pyridin-3-ylmethyl)-amino]-acetic acid ethyl ester), C1CCC(CC1)C=O (cyclohexyl carboxaldehyde), product. Product: C(C)OC(C(C1=CC(=C(C(=C1)C(C)(C)C)O)C(C)(C)C)N(CC=1C=NC=CC1)CC1CCCCC1)=O ((Cyclohexylmethyl-pyridin-3-ylmethyl-amino)-(3,5-di-tert-butyl-4-hydroxy-phenyl)-acetic acid ethyl ester). Reaction SMILES: [CH2:1]([O:3][C:4](=[O:29])[CH:5]([C:14]1[CH:19]=[C:18]([C:20]([CH3:23])([CH3:22])[CH3:21])[C:17]([OH:24])=[C:16]([C:25]([CH3:28])([CH3:27])[CH3:26])[CH:15]=1)[NH:6][CH2:7][C:8]1[CH:9]=[N:10][CH:11]=[CH:12][CH:13]=1)[CH3:2].[CH2:30]1[CH2:35][CH2:34][CH:33]([CH:36]=O)[CH2:32][CH2:31]1>>[CH2:1]([O:3][C:4](=[O:29])[CH:5]([N:6]([CH2:36][CH:33]1[CH2:34][CH2:35][CH2:30][CH2:31][CH2:32]1)[CH2:7][C:8]1[CH:9]=[N:10][CH:11]=[CH:12][CH:13]=1)[C:14]1[CH:15]=[C:16]([C:25]([CH3:28])([CH3:27])[CH3:26])[C:17]([OH:24])=[C:18]([C:20]([CH3:22])([CH3:21])[CH3:23])[CH:19]=1)[CH3:2]. Procedure details: Synthesized as in Example 2 from Example 2 (0.418 g, 1.05 mmol) and cyclohexyl carboxaldehyde (384 μL, 3.10 mmol). This gave 0.120 g (24%) of product. Starting materials: CO, [Na+], [OH-], O, COC(=O)c1ccc(C2=CCSc3ccccc32)cc1. Product: COC(=O)c1ccc(C2=CCS(=O)(=O)c3ccccc32)cc1. As a reaction SMILES: [CH3:23][OH:24].[Na+:22].[OH-:21].[OH2:25].[S:1]1[CH2:2][CH:3]=[C:4]([c:11]2[cH:12][cH:13][c:14]([C:15](=[O:16])[O:17][CH3:18])[cH:19][cH:20]2)[c:5]2[c:6]1[cH:7][cH:8][cH:9][cH:10]2>>[S:1]1(=[O:21])(=[O:24])[CH2:2][CH:3]=[C:4]([c:11]2[cH:12][cH:13][c:14]([C:15](=[O:16])[O:17][CH3:18])[cH:19][cH:20]2)[c:5]2[c:6]1[cH:7][cH:8][cH:9][cH:10]2.